This data is from the Open Reaction Database (ORD), a public repository of structured organic reaction records. The task is: describe an organic reaction: reactants, conditions, products, and yield The reactants are C(C)(=O)OC(C)=O (acetic anhydride), [F-].C(CCC)[N+](CCCC)(CCCC)CCCC (tetrabutylammonium fluoride), C(C)(=O)O[C@@H]1[C@@H](O[C@@H]([C@H]1OC(C)=O)CO[Si](C)(C)C(C)(C)C)N1C2=NC=NC(=C2N=C1)N (9-(2,3-di-O-acetyl-5O-(tert-butyldimethylsily)-β-D-arabinofuranosyl)adenine), C(CC)(=O)OC(CC)=O (propionic anhydride), ( a ), ( b ). The solvent is N1=CC=CC=C1 (pyridine), O1CCCC1 (tetrahydrofuran). The product is C(C)(=O)O[C@H]1[C@@H]([C@@H](O[C@@H]1COC(C)=O)N1C2=NC=NC(=C2N=C1)N)O (9-(3,5-di-O-acetyl-β-D-arabinofuranosyl)adenine). Reaction SMILES: [C:1](OC(=O)C)(=[O:3])[CH3:2].C(OC(=O)CC)(=O)CC.C([O:20][C@H:21]1[C@H:25]([O:26][C:27](=[O:29])[CH3:28])[C@@H:24]([CH2:30][O:31][Si](C(C)(C)C)(C)C)[O:23][C@H:22]1[N:39]1[CH:47]=[N:46][C:45]2[C:40]1=[N:41][CH:42]=[N:43][C:44]=2[NH2:48])(=O)C.[F-].C([N+](CCCC)(CCCC)CCCC)CCC>O1CCCC1.N1C=CC=CC=1>[C:27]([O:26][C@@H:25]1[C@@H:24]([CH2:30][O:31][C:1](=[O:3])[CH3:2])[O:23][C@@H:22]([N:39]2[CH:47]=[N:46][C:45]3[C:40]2=[N:41][CH:42]=[N:43][C:44]=3[NH2:48])[C@H:21]1[OH:20])(=[O:29])[CH3:28] |f:3.4|. Procedure details: By substituting 9.5 ml. of acetic anhydride for the propionic anhydride in paragraph 1 (a) and using 200 ml. of dry pyridine, the product obtained by the procedure of paragraph 1 a) is 9-(2,3-di-O-acetyl-5O-(tert-butyldimethylsily)-β-D-arabinofuranosyl)adenine, which, on reaction with 31.3 g. of tetrabutylammonium fluoride in 300 ml. of tetrahydrofuran, following the procedure of paragraph 1 (b), gives 9-(3,5-di-O-acetyl-β-D-arabinofuranosyl)adenine. By substituting 23.4 ml. of butyryl chloride ... Isolated yield 72.7%. The solvent is O1CCCC1 (tetrahydrofuran), C1CCOC1 (THF). Yields the product C(C1=CC=CC=C1)(=O)C=1C(=C2C(=NC1)N(N=C2)CC)ON=C(C)C (5-Benzoyl-1-ethyl-4-isopropylidenaminooxy-1H-pyrazolo[3,4-b]pyridine). Procedure: In 25 ml of dry tetrahydrofuran (THF hereafter) was dissolved 1.6 g of acetone oxime, followed by 2.46 of potassium t-butoxide. After stirring 0.5 hour 5.0 g of 5-benzoyl-4-chloro-1-ethyl-1H-pyrazolo[3,4-b]pyridine in 50 ml of THF was added to the solution. After an additional 0.5 hour the reaction was quenched with ammonium chloride solution and the product was extracted with ether. Evaporation of the organic phase and recrystallization of the residue from ethanol gave 4.1 g of product, mp 115°... RXN SMILES: [CH3:1][C:2](=[N:4][OH:5])[CH3:3].CC(C)([O-])C.[K+].[C:12]([C:20]1[C:21](Cl)=[C:22]2[CH:28]=[N:27][N:26]([CH2:29][CH3:30])[C:23]2=[N:24][CH:25]=1)(=[O:19])[C:13]1[CH:18]=[CH:17][CH:16]=[CH:15][CH:14]=1>O1CCCC1>[C:12]([C:20]1[C:21]([O:5][N:4]=[C:2]([CH3:3])[CH3:1])=[C:22]2[CH:28]=[N:27][N:26]([CH2:29][CH3:30])[C:23]2=[N:24][CH:25]=1)(=[O:19])[C:13]1[CH:14]=[CH:15][CH:16]=[CH:17][CH:18]=1 |f:1.2|. Starting materials: CC(C)=NO (acetone oxime), CC(C)([O-])C.[K+] (potassium t-butoxide), C(C1=CC=CC=C1)(=O)C=1C(=C2C(=NC1)N(N=C2)CC)Cl (5-benzoyl-4-chloro-1-ethyl-1H-pyrazolo[3,4-b]pyridine). Reactants: OC1CCN(CC1)C(=O)N1CC(CC(C1)C1=CC(=C(C=C1)C)C(F)(F)F)C(=O)O (1-[(4-Hydroxypiperidin-1-yl)carbonyl]-5-[4-methyl-3-(trifluoromethyl)phenyl]piperidine-3-carboxylic acid), ON=C(N)C1CC1 (N′-hydroxycyclopropanecarboximidamide). Yields the product C1(CC1)C1=NOC(=N1)C1CN(CC(C1)C1=CC(=C(C=C1)C)C(F)(F)F)C(=O)N1CCC(CC1)O ({3-(3-Cyclopropyl-1,2,4-oxadiazol-5-yl)-5-[4-methyl-3-(trifluoromethyl)phenyl]piperidin-1-yl}(4-hydroxypiperidin-1-yl)methanone). As a reaction SMILES: [OH:1][CH:2]1[CH2:7][CH2:6][N:5]([C:8]([N:10]2[CH2:15][CH:14]([C:16]3[CH:21]=[CH:20][C:19]([CH3:22])=[C:18]([C:23]([F:26])([F:25])[F:24])[CH:17]=3)[CH2:13][CH:12]([C:27](O)=[O:28])[CH2:11]2)=[O:9])[CH2:4][CH2:3]1.O[N:31]=[C:32]([CH:34]1[CH2:36][CH2:35]1)[NH2:33]>>[CH:34]1([C:32]2[N:33]=[C:27]([CH:12]3[CH2:13][CH:14]([C:16]4[CH:21]=[CH:20][C:19]([CH3:22])=[C:18]([C:23]([F:25])([F:26])[F:24])[CH:17]=4)[CH2:15][N:10]([C:8]([N:5]4[CH2:6][CH2:7][CH:2]([OH:1])[CH2:3][CH2:4]4)=[O:9])[CH2:11]3)[O:28][N:31]=2)[CH2:36][CH2:35]1. Procedure details: 100 mg (0.24 mmol) of the compound from Example 163A and 36 mg (0.36 mmol) of N′-hydroxycyclopropanecarboximidamide were reacted according to the General Method 2. Yield: 60 mg (51% of theory). Starting materials: [BH4-].[Na+] (Sodium borohydride), C1(=CC=CC=C1)NC1(CCN(CC1)CCC1=CC=CC=C1)C=O (4-(N-phenylamino)-1-(2-phenylethyl)piperidine-4-carboxaldehyde). The solvent is CO (methanol), O (water). Yields the product C1(=CC=CC=C1)NC1(CCN(CC1)CCC1=CC=CC=C1)CO (4-(N-phenylamino)-1-(2-phenylethyl)-4-piperidinylmethanol). Isolated yield 82.0%. As a reaction SMILES: [BH4-].[Na+].[C:3]1([NH:9][C:10]2([CH:24]=[O:25])[CH2:15][CH2:14][N:13]([CH2:16][CH2:17][C:18]3[CH:23]=[CH:22][CH:21]=[CH:20][CH:19]=3)[CH2:12][CH2:11]2)[CH:8]=[CH:7][CH:6]=[CH:5][CH:4]=1>CO.O>[C:3]1([NH:9][C:10]2([CH2:24][OH:25])[CH2:15][CH2:14][N:13]([CH2:16][CH2:17][C:18]3[CH:23]=[CH:22][CH:21]=[CH:20][CH:19]=3)[CH2:12][CH2:11]2)[CH:4]=[CH:5][CH:6]=[CH:7][CH:8]=1 |f:0.1|. Reported procedure: Sodium borohydride (2 g) was added portionwise to a stirred solution of 4-(N-phenylamino)-1-(2-phenylethyl)piperidine-4-carboxaldehyde (2 g) in methanol (2 g) at room temperature for 2 hours. The mixture was diluted with water, extracted with chloroform and the combined extracts washed, dried over MgSO4 and concentrated. The residue was chromatographed on silica gel, using chloroform-methanol 19:1 as eluant, to afford 4-(N-phenylamino)-1-(2-phenylethyl)-4-piperidinylmethanol (1.65 g), m.p. 98°-9... Reactants: C1CCOC1, C=CCC(CC=C)(COc1cc(C)c(-c2ccc(C(F)(F)F)cc2)c(C)c1)c1ccc(C(=O)OC)s1, Cl, [Li+], [OH-]. The product is C=CCC(CC=C)(COc1cc(C)c(-c2ccc(C(F)(F)F)cc2)c(C)c1)c1ccc(C(=O)O)s1. RXN SMILES: [CH2:40]1[O:41][CH2:42][CH2:43][CH2:44]1.[CH3:1][O:2][C:3](=[O:4])[c:5]1[s:6][c:7]([C:10]([CH2:11][CH:12]=[CH2:13])([CH2:14][O:15][c:16]2[cH:17][c:18]([CH3:33])[c:19](-[c:23]3[cH:24][cH:25][c:26]([C:29]([F:30])([F:31])[F:32])[cH:27][cH:28]3)[c:20]([CH3:22])[cH:21]2)[CH2:34][CH:35]=[CH2:36])[cH:8][cH:9]1.[ClH:39].[Li+:38].[OH-:37]>>[O:2]=[C:3]([OH:4])[c:5]1[s:6][c:7]([C:10]([CH2:11][CH:12]=[CH2:13])([CH2:14][O:15][c:16]2[cH:17][c:18]([CH3:33])[c:19](-[c:23]3[cH:24][cH:25][c:26]([C:29]([F:30])([F:31])[F:32])[cH:27][cH:28]3)[c:20]([CH3:22])[cH:21]2)[CH2:34][CH:35]=[CH2:36])[cH:8][cH:9]1. Starting materials: C1(CC1)NC(C1=CC(=C(C(=C1)F)C)C=1C=C2C(=CN(C(C2=CC1)=O)CC1CC1)C=O)=O (N-Cyclopropyl-3-(2-(cyclopropylmethyl)-4-formyl-1-oxo-1,2-dihydroisoquinolin-6-yl)-5-fluoro-4-methylbenzamide), N1C[C@@H](CC1)N ((R)-pyrrolidin-3-ylamine). Yields the product N[C@H]1CN(CC1)CC1=CN(C(C2=CC=C(C=C12)C=1C=C(C(=O)NC2CC2)C=C(C1C)F)=O)CC1CC1 ((R)-3-(4-((3-Aminopyrrolidin-1-yl)methyl)-2-(cyclopropylmethyl)-1-oxo-1,2-dihydroisoquinolin-6-yl)-N-cyclopropyl-5-fluoro-4-methylbenzamide). As a reaction SMILES: [CH:1]1([NH:4][C:5](=[O:31])[C:6]2[CH:11]=[C:10]([F:12])[C:9]([CH3:13])=[C:8]([C:14]3[CH:15]=[C:16]4[C:21](=[CH:22][CH:23]=3)[C:20](=[O:24])[N:19]([CH2:25][CH:26]3[CH2:28][CH2:27]3)[CH:18]=[C:17]4[CH:29]=O)[CH:7]=2)[CH2:3][CH2:2]1.[NH:32]1[CH2:36][CH2:35][C@@H:34]([NH2:37])[CH2:33]1>>[NH2:37][C@@H:34]1[CH2:35][CH2:36][N:32]([CH2:29][C:17]2[C:16]3[C:21](=[CH:22][CH:23]=[C:14]([C:8]4[CH:7]=[C:6]([CH:11]=[C:10]([F:12])[C:9]=4[CH3:13])[C:5]([NH:4][CH:1]4[CH2:2][CH2:3]4)=[O:31])[CH:15]=3)[C:20](=[O:24])[N:19]([CH2:25][CH:26]3[CH2:28][CH2:27]3)[CH:18]=2)[CH2:33]1. Procedure: The title compound was prepared as a solid according to the method of Example 75 step ii) using the product of Example 75 step i) and (R)-pyrrolidin-3-ylamine. Reactants: CN(C)C=O, CS(=O)(=O)c1ccc(C(CC2CCCC2)c2cc3cc(CCl)cnc3[nH]2)cc1, N#C[Na]. The product is CS(=O)(=O)c1ccc(C(CC2CCCC2)c2cc3cc(CC#N)cnc3[nH]2)cc1. Reaction SMILES: [CH3:32][N:33]([CH3:34])[CH:35]=[O:36].[Cl:1][CH2:2][c:3]1[cH:4][c:5]2[c:6]([n:7][cH:8]1)[nH:9][c:10]([CH:12]([CH2:13][CH:14]1[CH2:15][CH2:16][CH2:17][CH2:18]1)[c:19]1[cH:20][cH:21][c:22]([S:25](=[O:26])(=[O:27])[CH3:28])[cH:23][cH:24]1)[cH:11]2.[Na:29][C:30]#[N:31]>>[CH2:2]([c:3]1[cH:4][c:5]2[c:6]([n:7][cH:8]1)[nH:9][c:10]([CH:12]([CH2:13][CH:14]1[CH2:15][CH2:16][CH2:17][CH2:18]1)[c:19]1[cH:20][cH:21][c:22]([S:25](=[O:26])(=[O:27])[CH3:28])[cH:23][cH:24]1)[cH:11]2)[C:30]#[N:31]. Starting materials: O (water), [I-].N1N=C(C=2CCC3=C(C12)C=CC=C3)C[N+](C)(C)C ((4,5-dihydro-1H-benzo[g]indazol-3-ylmethyl)-trimethylammonium iodide), O1C(=CC=C1)CCC=1CCNCC1 (4-(2-furan-2-ylethyl)-1,2,3,6-tetrahydropyridine), C(C)(C)N(CC)C(C)C (diisopropylethylamine). The solvent is CN(C)C=O (DMF). Product: O1C(=CC=C1)CCC=1CCN(CC1)CC1=NNC=2C3=C(CCC12)C=CC=C3 (3-(4-(2-Furan-2-ylethyl)-1,2,3,6-tetrahydropyridin-1-ylmethyl)-4,5-dihydro-1H-benzo[g]indazole). Reaction SMILES: [I-].[NH:2]1[C:10]2[C:9]3[CH:11]=[CH:12][CH:13]=[CH:14][C:8]=3[CH2:7][CH2:6][C:5]=2[C:4]([CH2:15][N+:16]([CH3:19])([CH3:18])C)=[N:3]1.[O:20]1[CH:24]=[CH:23][CH:22]=[C:21]1[CH2:25][CH2:26][C:27]1[CH2:28]CNC[CH:32]=1.C(N(C(C)C)CC)(C)C.O>CN(C=O)C>[O:20]1[CH:24]=[CH:23][CH:22]=[C:21]1[CH2:25][CH2:26][C:27]1[CH2:28][CH2:19][N:16]([CH2:15][C:4]2[C:5]3[CH2:6][CH2:7][C:8]4[CH:14]=[CH:13][CH:12]=[CH:11][C:9]=4[C:10]=3[NH:2][N:3]=2)[CH2:18][CH:32]=1 |f:0.1|. Reported procedure: A solution of (4,5-dihydro-1H-benzo[g]indazol-3-ylmethyl)-trimethylammonium iodide (0.42 g), 4-(2-furan-2-ylethyl)-1,2,3,6-tetrahydropyridine (0.20 g) and diisopropylethylamine (0.20 cm3) in DMF (10 cm3) was heated under argon at 90° C. for 24 hours. The mixture was cooled, poured into water (50 cm3) and extracted with 10% ethyl acetate-diethyl ether (2×25 cm3). The extracts were dried (MgSO4), filtered and concentrated to give a brown oil. Preparative thin layer chromatography on silica, elutin... Starting materials: BrC(C(=O)NC(CO)(C)C1=C(C=CC(=C1)Br)F)CC1=CC=CC=C1 ((2RS)-bromo-N-[(RS)-1-(5-bromo-2-fluoro-phenyl)-2-hydroxy-1-methyl-ethyl]-3-phenyl-propionamide), [K] (potassium), CCSC(=O)N(CC(C)C)CC(C)C (butylate), C(C1=CC=CC=C1)[C@@H]1C(N[C@@](CO1)(C)C1=C(C=CC(=C1)Br)F)=O ((2R,5S)-2-benzyl-5-(5-bromo-2-fluoro-phenyl)-5-methyl-morpholin-3-one), C(C1=CC=CC=C1)[C@H]1C(N[C@](CO1)(C)C1=C(C=CC(=C1)Br)F)=O ((2S,5R)-2-benzyl-5-(5-bromo-2-fluoro-phenyl)-5-methyl-morpholin-3-one). Yields the product BrC=1C=CC(=C(C1)C(CO)(C)NC(C=CC1=CC=CC=C1)=O)F (N-[(RS)-1-(5-bromo-2-fluoro-phenyl)-2-hydroxy-1-methyl-ethyl]-3-phenyl-acrylamide). Yield: 30.0%. As a reaction SMILES: Br[CH:2]([CH2:18][C:19]1[CH:24]=[CH:23][CH:22]=[CH:21][CH:20]=1)[C:3]([NH:5][C:6]([C:10]1[CH:15]=[C:14]([Br:16])[CH:13]=[CH:12][C:11]=1[F:17])([CH3:9])[CH2:7][OH:8])=[O:4].[K].CCSC(N(CC(C)C)CC(C)C)=O.C([C@H]1OC[C@@](C2C=C(Br)C=CC=2F)(C)NC1=O)C1C=CC=CC=1.C([C@@H]1OC[C@](C2C=C(Br)C=CC=2F)(C)NC1=O)C1C=CC=CC=1>>[Br:16][C:14]1[CH:13]=[CH:12][C:11]([F:17])=[C:10]([C:6]([NH:5][C:3](=[O:4])[CH:2]=[CH:18][C:19]2[CH:24]=[CH:23][CH:22]=[CH:21][CH:20]=2)([CH3:9])[CH2:7][OH:8])[CH:15]=1 |^1:24|. Procedure details: In analogy to the cyclization reaction described for the preparation of Building block C, the reaction of (2RS)-bromo-N-[(RS)-1-(5-bromo-2-fluoro-phenyl)-2-hydroxy-1-methyl-ethyl]-3-phenyl-propionamide with potassium tent-butylate yielded besides the N-[(RS)-1-(5-bromo-2-fluoro-phenyl)-2-hydroxy-1-methyl-ethyl]-3-phenyl-acrylamide (0.381 g, 30% of theory), (2R,5S)-2-benzyl-5-(5-bromo-2-fluoro-phenyl)-5-methyl-morpholin-3-one and (2S,5R)-2-benzyl-5-(5-bromo-2-fluoro-phenyl)-5-methyl-morpholin-3-o...